This data is from the Open Reaction Database (ORD), a public repository of structured organic reaction records. The task is: describe an organic reaction: reactants, conditions, products, and yield Starting materials: ClC1=CC=C(C=C1)N([C@@H]1C[C@@H](N(C2=CC=CC=C12)C(=O)C1=CC=C(OCCC(C(=O)OC)(C)C)C=C1)C)C(C(C)C)=O (Methyl 4-(4-{[(2S,4R)-4-[(4-chlorophenyl)(isobutyryl)amino]-2-methyl-3,4-dihydroquinolin-1(2H)-yl]carbonyl}phenoxy)-2,2-dimethylbutanoate), [OH-].[Na+] (sodium hydroxide). Solvent: CO.O1CCCC1.O (methanol tetrahydrofuran water). Reaction conditions: temperature 40 celsius, time 8 hour. Yields the product ClC1=CC=C(C=C1)N([C@@H]1C[C@@H](N(C2=CC=CC=C12)C(=O)C1=CC=C(OCCC(C(=O)O)(C)C)C=C1)C)C(C(C)C)=O (4-(4-{[(2S,4R)-4-[(4-Chlorophenyl)(isobutyryl)amino]-2-methyl-3,4-dihydroquinolin-1(2H)-yl]carbonyl}phenoxy)-2,2-dimethylbutanoic acid). RXN SMILES: [Cl:1][C:2]1[CH:7]=[CH:6][C:5]([N:8]([C:38](=[O:42])[CH:39]([CH3:41])[CH3:40])[C@H:9]2[C:18]3[C:13](=[CH:14][CH:15]=[CH:16][CH:17]=3)[N:12]([C:19]([C:21]3[CH:36]=[CH:35][C:24]([O:25][CH2:26][CH2:27][C:28]([CH3:34])([CH3:33])[C:29]([O:31]C)=[O:30])=[CH:23][CH:22]=3)=[O:20])[C@@H:11]([CH3:37])[CH2:10]2)=[CH:4][CH:3]=1.[OH-].[Na+]>CO.O1CCCC1.O>[Cl:1][C:2]1[CH:3]=[CH:4][C:5]([N:8]([C:38](=[O:42])[CH:39]([CH3:41])[CH3:40])[C@H:9]2[C:18]3[C:13](=[CH:14][CH:15]=[CH:16][CH:17]=3)[N:12]([C:19]([C:21]3[CH:22]=[CH:23][C:24]([O:25][CH2:26][CH2:27][C:28]([CH3:33])([CH3:34])[C:29]([OH:31])=[O:30])=[CH:35][CH:36]=3)=[O:20])[C@@H:11]([CH3:37])[CH2:10]2)=[CH:6][CH:7]=1 |f:1.2,3.4.5|. Procedure: Methyl 4-(4-{[(2S,4R)-4-[(4-chlorophenyl)(isobutyryl)amino]-2-methyl-3,4-dihydroquinolin-1(2H)-yl]carbonyl}phenoxy)-2,2-dimethylbutanoate was dissolved in methanol/tetrahydrofuran/water (2/1/1) then sodium hydroxide (3 equivalents) was added and reaction mixture stirred at 40° C. overnight. The mixture was concentrated, the residue acidified with a 1N HCl aqueous solution and extracted with ethyl acetate. The organic layer was washed with brine, dried over magnesium sulfate, filtered and concent... Starting materials: C(C1=CC=CC=C1)C1N(CC2=C(C(NC1)=O)C=CC=C2)S(=O)(=O)C2=C(C=CC=C2)OC (4-Benzyl-5-(2-methoxyphenylsulfonyl)-3,4,5,6-tetrahydrobenzo[f][1,4]diazocin-1(2H)-one), [H-].[Na+] (NaH), CI (MeI). Run in CN(C)C=O (DMF). Reaction conditions: time 45 minute. Product: C(C1=CC=CC=C1)C1N(CC2=C(C(N(C1)C)=O)C=CC=C2)S(=O)(=O)C2=C(C=CC=C2)OC (4-Benzyl-5-(2-methoxyphenylsulfonyl)-2-methyl-3,4,5,6-tetrahydrobenzo[f][1,4]diazocin-1(2H)-one). Isolated yield 87.2%. RXN SMILES: [CH2:1]([CH:8]1[CH2:15][NH:14][C:13](=[O:16])[C:12]2[CH:17]=[CH:18][CH:19]=[CH:20][C:11]=2[CH2:10][N:9]1[S:21]([C:24]1[CH:29]=[CH:28][CH:27]=[CH:26][C:25]=1[O:30][CH3:31])(=[O:23])=[O:22])[C:2]1[CH:7]=[CH:6][CH:5]=[CH:4][CH:3]=1.[H-].[Na+].[CH3:34]I>CN(C=O)C>[CH2:1]([CH:8]1[CH2:15][N:14]([CH3:34])[C:13](=[O:16])[C:12]2[CH:17]=[CH:18][CH:19]=[CH:20][C:11]=2[CH2:10][N:9]1[S:21]([C:24]1[CH:29]=[CH:28][CH:27]=[CH:26][C:25]=1[O:30][CH3:31])(=[O:23])=[O:22])[C:2]1[CH:3]=[CH:4][CH:5]=[CH:6][CH:7]=1 |f:1.2|. Procedure: To a solution of compound 2g (120 mg, 0.28 mmol) in DMF (15 mL) at 10° C., NaH (60% in mineral oil; 13 mg, 0.33 mmol) was added in portions. The mixture was stirred for an additional 45 min and then MeI (116 mg, 0.82 mmol) was added dropwise. The resulting mixture was stirred at 10° C. for 30 min and warmed to rt overnight. The reaction was quenched with water (30 mL) and extracted with EA (40 mL). The organic layer was washed with brine (2×20 mL) and dried over anhydrous Na2SO4. Concentration i... The reactants are NC=1SC(=NN1)CC (2-amino-5-ethyl-1,3,4-thiadiazole), IC1=CC=C(CBr)C=C1 (4-iodobenzyl bromide). Solvent: C(C)O (ethanol). The product is Br.C(C)C1=NN(C(S1)=N)CC1=CC=C(C=C1)I (5-ethyl-2-imino-3-(4-iodobenzyl)-1,3,4-thiadiazoline hydrobromide). The yield is 64.9%. RXN SMILES: [NH2:1][C:2]1[S:3][C:4]([CH2:7][CH3:8])=[N:5][N:6]=1.[I:9][C:10]1[CH:17]=[CH:16][C:13]([CH2:14][Br:15])=[CH:12][CH:11]=1>C(O)C>[BrH:15].[CH2:7]([C:4]1[S:3][C:2](=[NH:1])[N:6]([CH2:14][C:13]2[CH:16]=[CH:17][C:10]([I:9])=[CH:11][CH:12]=2)[N:5]=1)[CH3:8] |f:3.4|. Procedure: A solution of 2-amino-5-ethyl-1,3,4-thiadiazole (42.6 g) and 4-iodobenzyl bromide (89.1 g) in ethanol (500 ml) was heated under reflux for 20 hours. After the reaction mixture was cooled, the crystals so precipitated were collected by filtration and then dried, whereby 83 g of the title compound was obtained. Reactants: O=C([O-])[O-], Cc1ccccc1, OB(O)C1CC1, ClCCl, [Cs+], [Cs+], O=[N+]([O-])c1ccc(OS(=O)(=O)C(F)(F)F)cc1F, O. The product is O=[N+]([O-])c1ccc(C2CC2)cc1F. As a reaction SMILES: [C:28](=[O:29])([O-:30])[O-:31].[CH3:35][c:36]1[cH:37][cH:38][cH:39][cH:40][cH:41]1.[CH:19]1([B:22]([OH:23])[OH:24])[CH2:20][CH2:21]1.[Cl:25][CH2:26][Cl:27].[Cs+:32].[Cs+:33].[F:1][C:2]([F:3])([F:4])[S:5]([O:6][c:7]1[cH:8][c:9]([F:16])[c:10]([N+:13](=[O:14])[O-:15])[cH:11][cH:12]1)(=[O:17])=[O:18].[OH2:34]>>[c:7]1([CH:19]2[CH2:20][CH2:21]2)[cH:8][c:9]([F:16])[c:10]([N+:13](=[O:14])[O-:15])[cH:11][cH:12]1.